describe an organic reaction: reactants, conditions, products, and yield From a dataset of the Open Reaction Database (ORD), a public repository of structured organic reaction records. The reactants are C(C)(C)(C)OC(=O)N1CCC(CC1)C(=O)O (piperidine-1,4-dicarboxylic acid 1-tert-butyl ester), NC1=CC=C(C=C1)C(C)=O (1-(4-aminophenyl)ethanone), [B-](F)(F)(F)F.CCOC(=O)C(=NOC(=[N+](C)C)N(C)C)C#N (TOTU). Solvent: CN(C)C=O (DMF). Run at time 16 hour. The product is C(C)(C)(C)OC(=O)N1CCC(CC1)C(NC1=CC=C(C=C1)C(C)=O)=O (4-(4-Acetylphenylcarbamoyl)piperidine-1-carboxylic Acid Tert-Butyl Ester). Yield: 52.4%. Reaction SMILES: [C:1]([O:5][C:6]([N:8]1[CH2:13][CH2:12][CH:11]([C:14]([OH:16])=O)[CH2:10][CH2:9]1)=[O:7])([CH3:4])([CH3:3])[CH3:2].[NH2:17][C:18]1[CH:23]=[CH:22][C:21]([C:24](=[O:26])[CH3:25])=[CH:20][CH:19]=1.[B-](F)(F)(F)F.CCOC(C(C#N)=NOC(N(C)C)=[N+](C)C)=O>CN(C=O)C>[C:1]([O:5][C:6]([N:8]1[CH2:9][CH2:10][CH:11]([C:14](=[O:16])[NH:17][C:18]2[CH:23]=[CH:22][C:21]([C:24](=[O:26])[CH3:25])=[CH:20][CH:19]=2)[CH2:12][CH2:13]1)=[O:7])([CH3:2])([CH3:3])[CH3:4] |f:2.3|. Procedure: To a solution of piperidine-1,4-dicarboxylic acid 1-tert-butyl ester (1.69 g, 7.4 mmol) in DMF (20 ml) was added 1-(4-aminophenyl)ethanone (1 g, 7.4 mmol), NEM (0.852 g, 7.4 mmol) and TOTU (2.427 g, 7.4 mmol). The solution was stirred for 16 h at room temperature. The solvent was removed and the residue was dissolved in ethyl acetate (50 ml) and washed with saturated aqueous NaHCO3 solution (5 ml) and HCl (1 N, 10 ml). The organic phase was dried (MgSO4) and filtered. The solvent was removed to ... Starting materials: COCC1OC(n2cnc3c(NCC(c4ccccc4)c4ccccc4)nc(COS(C)(=O)=O)nc32)C(O[Si](C)(C)C(C)(C)C)C1O[Si](C)(C)C(C)(C)C, CN1CCC(O)CC1, [H-], [Na+], C1CCOC1. Yields the product COCC1OC(n2cnc3c(NCC(c4ccccc4)c4ccccc4)nc(COC4CCN(C)CC4)nc32)C(O[Si](C)(C)C(C)(C)C)C1O[Si](C)(C)C(C)(C)C. Reaction SMILES: [CH3:3][S:4](=[O:5])(=[O:6])[O:7][CH2:8][c:9]1[n:10][c:11]([NH:42][CH2:43][CH:44]([c:45]2[cH:46][cH:47][cH:48][cH:49][cH:50]2)[c:51]2[cH:52][cH:53][cH:54][cH:55][cH:56]2)[c:12]2[n:13][cH:14][n:15]([CH:18]3[O:19][CH:20]([CH2:39][O:40][CH3:41])[CH:21]([O:31][Si:32]([CH3:33])([CH3:34])[C:35]([CH3:36])([CH3:37])[CH3:38])[CH:22]3[O:23][Si:24]([CH3:25])([CH3:26])[C:27]([CH3:28])([CH3:29])[CH3:30])[c:16]2[n:17]1.[CH3:57][N:58]1[CH2:59][CH2:60][CH:61]([OH:64])[CH2:62][CH2:63]1.[H-:1].[Na+:2].[O:65]1[CH2:66][CH2:67][CH2:68][CH2:69]1>>[O:7]([CH2:8][c:9]1[n:10][c:11]([NH:42][CH2:43][CH:44]([c:45]2[cH:46][cH:47][cH:48][cH:49][cH:50]2)[c:51]2[cH:52][cH:53][cH:54][cH:55][cH:56]2)[c:12]2[n:13][cH:14][n:15]([CH:18]3[O:19][CH:20]([CH2:39][O:40][CH3:41])[CH:21]([O:31][Si:32]([CH3:33])([CH3:34])[C:35]([CH3:36])([CH3:37])[CH3:38])[CH:22]3[O:23][Si:24]([CH3:25])([CH3:26])[C:27]([CH3:28])([CH3:29])[CH3:30])[c:16]2[n:17]1)[CH:61]1[CH2:60][CH2:59][N:58]([CH3:57])[CH2:63][CH2:62]1.